describe an organic reaction: reactants, conditions, products, and yield From a dataset of the Open Reaction Database (ORD), a public repository of structured organic reaction records. Solvent: CN(C)C=O (DMF). The product is NC=1C=C(CC=2C=C3CC(NC3=CC2)=O)C=CC1 (5-(3-Amino-benzyl)-1,3-dihydro-indol-2-one). Reaction conditions: time 45 minute. As a reaction SMILES: [N+:1]([C:4]1[CH:5]=[C:6]([CH:19]=[CH:20][CH:21]=1)[C:7]([C:9]1[CH:10]=[C:11]2[C:15](=[CH:16][CH:17]=1)[NH:14][C:13](=[O:18])[CH2:12]2)=O)([O-])=O.C(O)(C(F)(F)F)=O>[Pd].CN(C=O)C>[NH2:1][C:4]1[CH:5]=[C:6]([CH:19]=[CH:20][CH:21]=1)[CH2:7][C:9]1[CH:10]=[C:11]2[C:15](=[CH:16][CH:17]=1)[NH:14][C:13](=[O:18])[CH2:12]2. The reagents and catalysts are [Pd] (Pd/C). Reported procedure: The PARR apparatus was charged with was charged with 5-(3-Nitro-benzoyl)-1,3-dihydro-indol-2-one (50 g, 0.18 mol), 10% Pd/C (5 g) and DMF (500 mL). The reactor was evacuated, purged with N2(g) then filled with H2(g) (60 psi) at room temperature. After hydrogenating at 60 psi for 45 min thin layer choromatographic analysis (TLC) (Hexanes/EtOAc 1:1) indicated that the reaction had caused the reduction of the nitro group to an amine and the reduction of the keto group to the alcohol. Subsequently, ... Yield: 69.9%. The reactants are [N+](=O)([O-])C=1C=C(C(=O)C=2C=C3CC(NC3=CC2)=O)C=CC1 (5-(3-Nitro-benzoyl)-1,3-dihydro-indol-2-one), C(=O)(C(F)(F)F)O (TFA).